This data is from the Open Reaction Database (ORD), a public repository of structured organic reaction records. The task is: describe an organic reaction: reactants, conditions, products, and yield Starting materials: COc1cc(C(C)=O)ccc1OCCCCBr, CN(C)C=O, Cl, Fc1ccc2c(C3CCNCC3)noc2c1, [K+], [K+], O=C([O-])[O-], O. The product is COc1cc(C(C)=O)ccc1OCCCCN1CCC(c2noc3cc(F)ccc23)CC1. As a reaction SMILES: [Br:24][CH2:25][CH2:26][CH2:27][CH2:28][O:29][c:30]1[c:31]([O:39][CH3:40])[cH:32][c:33]([C:36]([CH3:37])=[O:38])[cH:34][cH:35]1.[CH3:41][N:42]([CH3:43])[CH:44]=[O:45].[ClH:1].[F:2][c:3]1[cH:4][c:5]2[c:6]([c:7]([CH:10]3[CH2:11][CH2:12][NH:13][CH2:14][CH2:15]3)[n:8][o:9]2)[cH:16][cH:17]1.[K+:18].[K+:19].[O-:20][C:21]([O-:22])=[O:23].[OH2:46]>>[F:2][c:3]1[cH:4][c:5]2[c:6]([c:7]([CH:10]3[CH2:11][CH2:12][N:13]([CH2:25][CH2:26][CH2:27][CH2:28][O:29][c:30]4[c:31]([O:39][CH3:40])[cH:32][c:33]([C:36]([CH3:37])=[O:38])[cH:34][cH:35]4)[CH2:14][CH2:15]3)[n:8][o:9]2)[cH:16][cH:17]1. Reactants: Cc1nc2c([N+](=O)[O-])c(C)nn2c(C)c1C, CCO, [Cl-], [NH4+], [Zn]. Yields the product Cc1nc2c(N)c(C)nn2c(C)c1C, Cl. Reaction SMILES: [CH3:1][c:2]1[n:3][n:4]2[c:5]([n:6][c:7]([CH3:12])[c:8]([CH3:11])[c:9]2[CH3:10])[c:13]1[N+:14]([O-:15])=[O:16].[CH3:20][CH2:21][OH:22].[Cl-:17].[NH4+:18].[Zn:19]>>[CH3:1][c:2]1[n:3][n:4]2[c:5]([n:6][c:7]([CH3:12])[c:8]([CH3:11])[c:9]2[CH3:10])[c:13]1[NH2:14].[ClH:17]. Reactants: [N+](=O)([O-])C1=CC=C(C(C(=O)O)=C1)N (5-nitroanthranilic acid), C(=O)N (formamide). The product is [N+](=O)([O-])C=1C=C2C(NC=NC2=CC1)=O (6-nitroquinazolin-4-one). Yield: 82.0%. RXN SMILES: [N+:1]([C:4]1[CH:12]=[C:8]([C:9]([OH:11])=O)[C:7]([NH2:13])=[CH:6][CH:5]=1)([O-:3])=[O:2].[CH:14]([NH2:16])=O>>[N+:1]([C:4]1[CH:12]=[C:8]2[C:7](=[CH:6][CH:5]=1)[N:13]=[CH:14][NH:16][C:9]2=[O:11])([O-:3])=[O:2]. Procedure: Using an analogous procedure to that described in the first paragraph of the portion of Example 1 which is concerned with the preparation of starting materials, 5-nitroanthranilic acid was reacted with formamide to give 6-nitroquinazolin-4-one in 82% yield, m.p. 268°-271° C. The reactants are C12CCCC(CC1)N2C2=C(C=C(C#N)C=C2)C(F)(F)F (4-(8-Azabicyclo[3.2.1]oct-8-yl)-3-(trifluoromethyl)benzonitrile), [H-].[H-].[H-].[H-].[Li+].[Al+3] (LAH). Solvent: C1CCOC1 (THF). Reaction conditions: temperature 0 celsius, time 30 minute. The product is C12CCCC(CC1)N2C2=C(C=C(CN)C=C2)C(F)(F)F (4-(8-azabicyclo[3.2.1]oct-8-yl)-3-(trifluoromethyl)benzylamine). As a reaction SMILES: [CH:1]12[N:8]([C:9]3[CH:16]=[CH:15][C:12]([C:13]#[N:14])=[CH:11][C:10]=3[C:17]([F:20])([F:19])[F:18])[CH:5]([CH2:6][CH2:7]1)[CH2:4][CH2:3][CH2:2]2.[H-].[H-].[H-].[H-].[Li+].[Al+3]>C1COCC1>[CH:5]12[N:8]([C:9]3[CH:16]=[CH:15][C:12]([CH2:13][NH2:14])=[CH:11][C:10]=3[C:17]([F:20])([F:18])[F:19])[CH:1]([CH2:7][CH2:6]1)[CH2:2][CH2:3][CH2:4]2 |f:1.2.3.4.5.6|. Procedure: 4-(8-Azabicyclo[3.2.1]oct-8-yl)-3-(trifluoromethyl)benzonitrile in THF (50 mL) was treated with solid LAH (0.68 g, 18 mmol) at 0° C. portionwise. The mixture was heated at reflux 1 hour, allowed to cool to 0° C., and quenched by addition of (Na2SO4 10H2O). The mixture was stirred 30 minutes, filtered, and the filtrate was concentrated under reduced pressure. The residue was purified by flash chromatography eluting with 5% to 10% MeOH/CH2Cl2 to provide the title compound. 1H NMR (300 MHz, DMSO-d6... The reactants are CC(C)(C)OC(=O)OC(=O)[O-], C, COc1ncccc1CN=[N+]=[N-], CCOC(C)=O, [H][H], [Pd]. Yields the product COc1ncccc1CNC(=O)OC(C)(C)C. Reaction SMILES: [C:13](=[O:14])([O:15][C:16]([CH3:17])([CH3:18])[CH3:19])[O:20][C:21]([O-:22])=[O:23].[C:32].[CH3:1][O:2][c:3]1[n:4][cH:5][cH:6][cH:7][c:8]1[CH2:9][N:10]=[N+:11]=[N-:12].[CH3:26][CH2:27][O:28][C:29](=[O:30])[CH3:31].[H:24][H:25].[Pd:33]>>[CH3:1][O:2][c:3]1[n:4][cH:5][cH:6][cH:7][c:8]1[CH2:9][NH:10][C:13](=[O:14])[O:15][C:16]([CH3:17])([CH3:18])[CH3:19].